This data is from the Open Reaction Database (ORD), a public repository of structured organic reaction records. The task is: describe an organic reaction: reactants, conditions, products, and yield The reactants are C(CCC)OC(CCN)OCCCC (dibutoxypropylamine), C(CCC)OC(C#N)C (butoxypropionitrile), secondary amine, C(C)O.[OH-].[NH4+] (ethanol ammonium hydroxide), [OH-].[NH4+] (ammonium hydroxide). Reagents/catalysts: [Ni] (Raney nickel). Run in stainless steel. Run at temperature 60 celsius, time 20 hour. The product is C(CCC)OCCCN (butoxypropylamine). Isolated yield 79.5%. Reaction SMILES: C(OC(C)C#N)CCC.C(O)C.[OH-].[NH4+].[OH-].[NH4+].[CH2:17]([O:21][CH:22](OCCCC)[CH2:23][CH2:24][NH2:25])[CH2:18][CH2:19][CH3:20]>[Ni]>[CH2:17]([O:21][CH2:22][CH2:23][CH2:24][NH2:25])[CH2:18][CH2:19][CH3:20] |f:1.2.3,4.5|. Procedure details: The previously prepared butoxypropionitrile (224.8 grams) was combined with Raney nickel (20 grams of 50/50 mixture with water) in a 1-liter stainless steel autoclave along with a premixed ethanol/ammonium hydroxide solution (37.5 grams of ammonium hydroxide and 212.5 grams of ethanol). The addition of the ammonium hydroxide limits the reaction that leads to the formation of by-product dibutoxypropylamine. After purging with nitrogen, the reactor was pressurized with 500 psi of hydrogen and heat...